The task is: describe an organic reaction: reactants, conditions, products, and yield. This data is from the Open Reaction Database (ORD), a public repository of structured organic reaction records. Reactants: CNCCN (N-methyl-ethylenediamine), CC1(CC(=O)CC(=O)C1)C (dimedone), C(=S)=S (carbon disulfide), S([O-])(O)=O.[Na+].C(=O)C=O (glyoxal-sodium bisulfite), S1SC(C=C1)C(=O)[O-] (dithiolate), [OH-].[K+] (potassium hydroxide). The solvent is CS(=O)C (dimethylsulfoxide), O (water). Run at time 1 hour. Product: CN1C2SC(SC2NCC1)=C1C(CC(CC1=O)(C)C)=O (2-[2-methyl-2,5-diaza-7,9-dithiabicyclo-(4,3, 0)-nonane-8-ylidene]-5,5-dimethyl-1,3-cyclohexanedione). RXN SMILES: S(=O)(O)[O-].[Na+].[CH:6]([CH:8]=O)=O.[CH3:10][NH:11][CH2:12][CH2:13][NH2:14].S1C=CC(C([O-])=O)S1.[CH3:23][C:24]1([CH3:32])[CH2:31][C:29](=[O:30])[CH2:28][C:26](=[O:27])[CH2:25]1.[C:33](=[S:35])=[S:34].[OH-].[K+]>O.CS(C)=O>[CH3:10][N:11]1[CH2:8][CH2:6][NH:14][CH:13]2[CH:12]1[S:34][C:33](=[C:28]1[C:26](=[O:27])[CH2:25][C:24]([CH3:32])([CH3:23])[CH2:31][C:29]1=[O:30])[S:35]2 |f:0.1.2,7.8|. Procedure details: To a suspension of 5.68 g (0.02 mole) of glyoxal-sodium bisulfite in 30 ml of water was added dropwise with ice-cooling 1.5 g (0.02 mole) of N-methyl-ethylenediamine. Then to this solution was added dropwise with ice-cooling the dithiolate solution prepared in the manner shown below; To mixture of 2.8 g (0.02 mole) of dimedone and 1.6 g (0.021 mole) of carbon disulfide in 20 ml of dimethylsulfoxide was added at room temperature 2.7 g (0.044 mole) of powdered potassium hydroxide and the mixture w...